From a dataset of the Open Reaction Database (ORD), a public repository of structured organic reaction records. describe an organic reaction: reactants, conditions, products, and yield Reactants: C(C1=CC=CC=C1)OC(CC1[C@@H](CCCC1)N1C[C@@H]([C@H](C1)C1=CC=CC=C1)CN1CCC(CC1)N(C=1C=NC=CC1)CC=C)=O (2-(R)-(3-(S)-((4-(N-(Allyl)-N-(pyrid-3-yl)-amino)-piperidin-1-yl)methyl)-4-(S)-phenylpyrrolidin-1-yl)-cyclohexaneacetic Acid Benzyl Ester), [H][H] (hydrogen). Reagents/catalysts: [Pd] (palladium on carbon). The solvent is CO (MeOH). The product is C(CC)N(C=1C=NC=CC1)C1CCN(CC1)C[C@H]1CN(C[C@@H]1C1=CC=CC=C1)[C@H]1C(CCCC1)CC(=O)O (2-(R)-(3-(S)-((4-(N-(prop-1-yl)-N-(Pyrid-3-yl)-amino)-piperidin-1-yl)methyl)-4-(S)-phenylpyrrolidin-1-yl)-cyclohexaneacetic Acid). Yield: 94.8%. RXN SMILES: C([O:8][C:9](=[O:45])[CH2:10][CH:11]1[CH2:16][CH2:15][CH2:14][CH2:13][C@H:12]1[N:17]1[CH2:21][C@H:20]([C:22]2[CH:27]=[CH:26][CH:25]=[CH:24][CH:23]=2)[C@@H:19]([CH2:28][N:29]2[CH2:34][CH2:33][CH:32]([N:35]([CH2:42][CH:43]=[CH2:44])[C:36]3[CH:37]=[N:38][CH:39]=[CH:40][CH:41]=3)[CH2:31][CH2:30]2)[CH2:18]1)C1C=CC=CC=1.[H][H]>CO.[Pd]>[CH2:42]([N:35]([CH:32]1[CH2:33][CH2:34][N:29]([CH2:28][C@@H:19]2[C@@H:20]([C:22]3[CH:27]=[CH:26][CH:25]=[CH:24][CH:23]=3)[CH2:21][N:17]([C@@H:12]3[CH2:13][CH2:14][CH2:15][CH2:16][CH:11]3[CH2:10][C:9]([OH:45])=[O:8])[CH2:18]2)[CH2:30][CH2:31]1)[C:36]1[CH:37]=[N:38][CH:39]=[CH:40][CH:41]=1)[CH2:43][CH3:44]. Procedure details: A solution of 2-(R)-(3-(S)-((4-(N-(allyl)-N-(pyrid-3-yl)-amino)-piperidin-1-yl)methyl)-4-(S)-phenylpyrrolidin-1-yl)-cyclohexaneacetic acid benzyl ester (37 mg, 0.061 mmol from Step C) in 2 mL MeOH was stirred with 13 mg (0.012 mmol) 10% palladium on carbon under 1 atm of hydrogen using a balloon. After 2 h the mixture was filtered and concentrated to provide 30 mg of the title compound. 1H NMR (500 MHz, CDCl3) δ 0.90-0.93 (t, 3H, J=7.5 Hz), 1.1-3.4 (m, 33H), 6.91-6.93 (d, 1H, J=8 Hz), 7.07-7.1 (... The reactants are Oc1ccc(Br)cc1F, CCCCO, CC(C)OC(=O)N=NC(=O)OC(C)C, C1CCOC1, c1ccc(P(c2ccccc2)c2ccccc2)cc1. Product: CCCCOc1ccc(Br)cc1F. Reaction SMILES: [Br:1][c:2]1[cH:3][c:4]([F:9])[c:5]([OH:8])[cH:6][cH:7]1.[CH2:10]([CH2:11][CH2:12][CH3:13])[OH:14].[O:34]=[C:35]([O:36][CH:37]([CH3:38])[CH3:39])[N:40]=[N:41][C:42]([O:43][CH:44]([CH3:45])[CH3:46])=[O:47].[O:48]1[CH2:49][CH2:50][CH2:51][CH2:52]1.[c:15]1([P:16]([c:17]2[cH:18][cH:19][cH:20][cH:21][cH:22]2)[c:23]2[cH:24][cH:25][cH:26][cH:27][cH:28]2)[cH:29][cH:30][cH:31][cH:32][cH:33]1>>[Br:1][c:2]1[cH:3][c:4]([F:9])[c:5]([O:8][CH2:10][CH2:11][CH2:12][CH3:13])[cH:6][cH:7]1. The reactants are CN(C)\C=C/1\C(C2=CC=CC=C2[C@@H](C1)C1=C(C=CC=C1)F)=O ((R,E)-2-((dimethylamino)methylene)-4-(2-fluorophenyl)-3,4-dihydronaphthalen-1(2H)-one), OCCC1=C(C=CC=C1)NC(=N)N (1-(2-(2-hydroxyethyl)phenyl)guanidine). Product: FC1=C(C=CC=C1)[C@@H]1CC=2C=NC(=NC2C2=C1C=CC=C2)NC2=C(C=CC=C2)CCO ((R)-2-(2-(6-(2-fluorophenyl)-5,6-dihydrobenzo[h]quinazolin-2-ylamino)phenyl)ethanol). As a reaction SMILES: CN(/[CH:4]=[C:5]1/[C:6](=O)[C:7]2[C:12]([C@H:13]([C:15]3[CH:20]=[CH:19][CH:18]=[CH:17][C:16]=3[F:21])[CH2:14]/1)=[CH:11][CH:10]=[CH:9][CH:8]=2)C.[OH:23][CH2:24][CH2:25][C:26]1[CH:31]=[CH:30][CH:29]=[CH:28][C:27]=1[NH:32][C:33]([NH2:35])=[NH:34]>>[F:21][C:16]1[CH:17]=[CH:18][CH:19]=[CH:20][C:15]=1[C@H:13]1[C:12]2[CH:11]=[CH:10][CH:9]=[CH:8][C:7]=2[C:6]2[N:35]=[C:33]([NH:32][C:27]3[CH:28]=[CH:29][CH:30]=[CH:31][C:26]=3[CH2:25][CH2:24][OH:23])[N:34]=[CH:4][C:5]=2[CH2:14]1. Reported procedure: This was synthesized by using general procedure 6 except that (R,E)-2-((dimethylamino)methylene)-4-(2-fluorophenyl)-3,4-dihydronaphthalen-1(2H)-one reacted with 1-(2-(2-hydroxyethyl)phenyl)guanidine to give (R)-2-(2-(6-(2-fluorophenyl)-5,6-dihydrobenzo[h]quinazolin-2-ylamino)phenyl)ethanol. M.p.=162-163° C. 1H NMR 400 MHz (DMSO-d6) δ 9.05 (s, 1 H), 8.23-8.21 (m, 2 H), 7.81-7.79 (d, 1 H), 7.46-7.43 (m, 2 H), 7.30-7.22 (m, 4 H), 7.06-7.02 (m, 3 H), 6.82-6.77 (m, 1 H), 5.21 (t, J=4.4 Hz, 1 H), 4.65...